The task is: describe an organic reaction: reactants, conditions, products, and yield. This data is from the Open Reaction Database (ORD), a public repository of structured organic reaction records. The reactants are FC1=C(C=CC(=C1)F)NC1=NN=C(O1)CCC(=O)NC1CCNCC1 (3-{5-[(2,4-difluorophenyl)amino]-1,3,4-oxadiazol-2-yl}-N-piperidin-4-ylpropanamide), C(C1=CC=CC=C1)=O (benzaldehyde), C(C)(=O)O (acetic acid), C(C)(=O)O[BH-](OC(C)=O)OC(C)=O.[Na+] (sodium triacetoxyborohydride). The solvent is CN1C(CCC1)=O (N-methylpyrrolidinone). Reaction conditions: temperature 80 celsius, time 8 hour. The product is C(C1=CC=CC=C1)N1CCC(CC1)NC(CCC=1OC(=NN1)NC1=C(C=C(C=C1)F)F)=O (N-(1-benzylpiperidin-4-yl)-3-{5-[(2,4-difluorophenyl)amino]-1,3,4-oxadiazol-2-yl}propanamide). RXN SMILES: [F:1][C:2]1[CH:7]=[C:6]([F:8])[CH:5]=[CH:4][C:3]=1[NH:9][C:10]1[O:14][C:13]([CH2:15][CH2:16][C:17]([NH:19][CH:20]2[CH2:25][CH2:24][NH:23][CH2:22][CH2:21]2)=[O:18])=[N:12][N:11]=1.[CH:26](=O)[C:27]1[CH:32]=[CH:31][CH:30]=[CH:29][CH:28]=1.C(O)(=O)C.C(O[BH-](OC(=O)C)OC(=O)C)(=O)C.[Na+]>CN1CCCC1=O>[CH2:26]([N:23]1[CH2:24][CH2:25][CH:20]([NH:19][C:17](=[O:18])[CH2:16][CH2:15][C:13]2[O:14][C:10]([NH:9][C:3]3[CH:4]=[CH:5][C:6]([F:8])=[CH:7][C:2]=3[F:1])=[N:11][N:12]=2)[CH2:21][CH2:22]1)[C:27]1[CH:32]=[CH:31][CH:30]=[CH:29][CH:28]=1 |f:3.4|. Procedure details: To a stirred solution of 3-{5-[(2,4-difluorophenyl)amino]-1,3,4-oxadiazol-2-yl}-N-piperidin-4-ylpropanamide (200 mg) in N-methylpyrrolidinone (4 ml) was added benzaldehyde (115 μl) and glacial acetic acid (0.04 ml). The reaction mixture was then heated at 80° C. for 1 hour before being left to cool and sodium triacetoxyborohydride (242 mg) added. The mixture was then stirred at room temperature for 8 hours before being evaporated to dryness and the residue separated into basic and non-basic comp...